From a dataset of the Open Reaction Database (ORD), a public repository of structured organic reaction records. describe an organic reaction: reactants, conditions, products, and yield Reactants: CC(=O)NC(Cc1cc(F)cc(F)c1)C(OCc1ccccc1)C1COC(OCCC(C)(C)C)CN1C(=O)OC(C)(C)C, CCO. The product is CC(=O)NC(Cc1cc(F)cc(F)c1)C(O)C1COC(OCCC(C)(C)C)CN1C(=O)OC(C)(C)C. Reaction SMILES: [C:1]([CH3:2])([CH3:3])([CH3:4])[O:5][C:6](=[O:7])[N:8]1[CH2:9][CH:10]([O:37][CH2:38][CH2:39][C:40]([CH3:41])([CH3:42])[CH3:43])[O:11][CH2:12][CH:13]1[CH:14]([CH:15]([CH2:16][c:17]1[cH:18][c:19]([F:24])[cH:20][c:21]([F:23])[cH:22]1)[NH:25][C:26]([CH3:27])=[O:28])[O:29][CH2:30][c:31]1[cH:32][cH:33][cH:34][cH:35][cH:36]1.[CH3:44][CH2:45][OH:46]>>[C:1]([CH3:2])([CH3:3])([CH3:4])[O:5][C:6](=[O:7])[N:8]1[CH2:9][CH:10]([O:37][CH2:38][CH2:39][C:40]([CH3:41])([CH3:42])[CH3:43])[O:11][CH2:12][CH:13]1[CH:14]([CH:15]([CH2:16][c:17]1[cH:18][c:19]([F:24])[cH:20][c:21]([F:23])[cH:22]1)[NH:25][C:26]([CH3:27])=[O:28])[OH:29]. The reactants are ClCCCOC=1C=2C=CNC2C=CC1 (1-chloro-3-(1H-indole-4-oxy)propane), N1CCC2(CC1)COCC=1C2CC=CC1 (1,5-dihydrospiro[4H-2-benzopyran-4,4'-piperidine]), C(C(=O)O)(=O)O (oxalic acid). Run in C(C)(=O)OCC (ethyl acetate), C(C)(=O)OCC (ethyl acetate). Yields the product C(C(=O)O)(=O)O.N1C=CC2=C(C=CC=C12)OCCCN1CCC2(CC1)COCC=1C2CC=CC1 (1-(4-indolyloxy)-3-(1,5-dihydrospiro[4H-2-benzopyran-4,4'-piperidin]-1'-yl)propane ethanedioate). As a reaction SMILES: Cl[CH2:2][CH2:3][CH2:4][O:5][C:6]1[C:7]2[CH:8]=[CH:9][NH:10][C:11]=2[CH:12]=[CH:13][CH:14]=1.[NH:15]1[CH2:20][CH2:19][C:18]2([CH:25]3[CH2:26][CH:27]=[CH:28][CH:29]=[C:24]3[CH2:23][O:22][CH2:21]2)[CH2:17][CH2:16]1.[C:30]([OH:35])(=[O:34])[C:31]([OH:33])=[O:32]>C(OCC)(=O)C>[C:30]([OH:35])(=[O:34])[C:31]([OH:33])=[O:32].[NH:10]1[C:11]2[C:7](=[C:6]([O:5][CH2:4][CH2:3][CH2:2][N:15]3[CH2:16][CH2:17][C:18]4([CH:25]5[CH2:26][CH:27]=[CH:28][CH:29]=[C:24]5[CH2:23][O:22][CH2:21]4)[CH2:19][CH2:20]3)[CH:14]=[CH:13][CH:12]=2)[CH:8]=[CH:9]1 |f:4.5|. Procedure: The title compound was prepared in similar fashion from 1-chloro-3-(1H-indole-4-oxy)propane and 1,5-dihydrospiro[4H-2-benzopyran-4,4'-piperidine]. The resulting free base was dissolved in ethyl acetate, and precipitated with one equivalent of oxalic acid in ethyl acetate in 69% overall yield as a foam. FDMS m/e=376 (M+ of free base). Reactants: O=C1C[C@H]2OC(=CN12)C=C ((5R)-7-Oxo-3-vinyl-4-oxa-1-azabicyclo[3.2.0]hept-2-ene), C(C1=CC=CC=C1)OC(=O)NC1=CC=C(C=C1)S (p-benzyloxycarbonylaminophenyl mercaptan). Procedure: (5R)-7-Oxo-3-vinyl-4-oxa-1-azabicyclo[3.2.0]hept-2-ene (2.4 mmole) and p-benzyloxycarbonylaminophenyl mercaptan (0.775 g) were converted into the title compound using the process described in Example 1. The title compound was obtained as a colourless gum (63 mg), [α]D25 =34.6° (c 1.0, CHCl3), (Found: M+, 396.1136; C21H20N2O4S requires 396.1144). νmax (CHCl3): 3370, 3240, 1790, 1735, 1700, 1590, 1515 cm-1. δ(CDCl3): 2.71 (1H, d, J 16 Hz), 3.10-3.60 (4H, complex), 4.22 (1H, d, J 15 Hz), 4.38 (1H, ... As a reaction SMILES: [O:1]=[C:2]1[N:8]2[C@H:4]([O:5][C:6]([CH:9]=[CH2:10])=[CH:7]2)[CH2:3]1.[CH2:11]([O:18][C:19]([NH:21][C:22]1[CH:27]=[CH:26][C:25]([SH:28])=[CH:24][CH:23]=1)=[O:20])[C:12]1[CH:17]=[CH:16][CH:15]=[CH:14][CH:13]=1>>[CH2:11]([O:18][C:19]([NH:21][C:22]1[CH:23]=[CH:24][C:25]([S:28][CH2:10]/[CH:9]=[C:6]2/[CH2:7][N:8]3[C@H:4]([O:5]/2)[CH2:3][C:2]3=[O:1])=[CH:26][CH:27]=1)=[O:20])[C:12]1[CH:13]=[CH:14][CH:15]=[CH:16][CH:17]=1. The product is C(C1=CC=CC=C1)OC(=O)NC1=CC=C(C=C1)SC\C=C/1\CN2C(C[C@H]2O1)=O ((Z)-(5R)-3-[2-(p-Benzyloxycarbonylaminophenylthio)ethylidene]-4-oxa-1-azabicyclo[3.2.0]heptan-7-one). Reactants: CN(NC(=O)C(Cc1ccccc1)N(C)C(=O)OCC1c2ccccc2-c2ccccc21)C(=O)OC(C)(C)C, ClCCl, NCCN(CCN)CCN. Yields the product CNC(Cc1ccccc1)C(=O)NN(C)C(=O)OC(C)(C)C. As a reaction SMILES: [C:1]([CH3:2])([CH3:3])([CH3:4])[O:5][C:6](=[O:7])[N:8]([NH:9][C:10]([CH:11]([CH2:12][c:13]1[cH:14][cH:15][cH:16][cH:17][cH:18]1)[N:19]([CH3:20])[C:21]([O:22][CH2:23][CH:24]1[c:25]2[cH:26][cH:27][cH:28][cH:29][c:30]2-[c:31]2[c:32]1[cH:33][cH:34][cH:35][cH:36]2)=[O:37])=[O:38])[CH3:39].[CH2:50]([Cl:51])[Cl:52].[NH2:40][CH2:41][CH2:42][N:43]([CH2:44][CH2:45][NH2:46])[CH2:47][CH2:48][NH2:49]>>[C:1]([CH3:2])([CH3:3])([CH3:4])[O:5][C:6](=[O:7])[N:8]([NH:9][C:10]([CH:11]([CH2:12][c:13]1[cH:14][cH:15][cH:16][cH:17][cH:18]1)[NH:19][CH3:20])=[O:38])[CH3:39]. Reactants: O=C([O-])O, COS(=O)(=O)OC, CC#N, [K+], O, COC(=O)C(=NO)c1ccccc1O. Product: CON=C(C(=O)OC)c1ccccc1O. RXN SMILES: [C:15](=[O:16])([OH:17])[O-:18].[CH3:20][O:21][S:22]([O:23][CH3:24])(=[O:25])=[O:26].[CH3:28][C:29]#[N:30].[K+:19].[OH2:27].[OH:1][c:2]1[c:3]([C:8]([C:9](=[O:10])[O:11][CH3:12])=[N:13][OH:14])[cH:4][cH:5][cH:6][cH:7]1>>[OH:1][c:2]1[c:3]([C:8]([C:9](=[O:10])[O:11][CH3:12])=[N:13][O:14][CH3:15])[cH:4][cH:5][cH:6][cH:7]1. Starting materials: C([O-])([O-])=O.[K+].[K+] (potassium carbonate), C(C1=CC=CC=C1)Br (benzyl bromide), N1=CN=C(C2=C1CCC2)NC2=CC=C(C=C2)C(CC2CCNCC2)=O (N-(5,6-dihydro-7H-cyclopenta[d]pyrimidin-4-yl)-4-[(piperidin-4-yl)acetyl]aniline). Run in CC(=O)C (acetone). Run at time 4 hour. The product is N1=CN=C(C2=C1CCC2)NC2=CC=C(C=C2)C(CC2CCN(CC2)CC2=CC=CC=C2)=O (N-(5,6-dihydro-7H-cyclopenta[d]pyrimidin-4-yl)-4-[(1-benzylpiperidin-4-yl)acetyl]aniline). Reaction SMILES: C(=O)([O-])[O-].[K+].[K+].[CH2:7](Br)[C:8]1[CH:13]=[CH:12][CH:11]=[CH:10][CH:9]=1.[N:15]1[C:20]2[CH2:21][CH2:22][CH2:23][C:19]=2[C:18]([NH:24][C:25]2[CH:30]=[CH:29][C:28]([C:31](=[O:39])[CH2:32][CH:33]3[CH2:38][CH2:37][NH:36][CH2:35][CH2:34]3)=[CH:27][CH:26]=2)=[N:17][CH:16]=1>CC(C)=O>[N:15]1[C:20]2[CH2:21][CH2:22][CH2:23][C:19]=2[C:18]([NH:24][C:25]2[CH:26]=[CH:27][C:28]([C:31](=[O:39])[CH2:32][CH:33]3[CH2:34][CH2:35][N:36]([CH2:7][C:8]4[CH:13]=[CH:12][CH:11]=[CH:10][CH:9]=4)[CH2:37][CH2:38]3)=[CH:29][CH:30]=2)=[N:17][CH:16]=1 |f:0.1.2|. Procedure: 50 ml of acetone, 1.14 g of potassium carbonate and 0.4 ml of benzyl bromide were added to 1.34 g of N-(5,6-dihydro-7H-cyclopenta[d]pyrimidin-4-yl)-4-[(piperidin-4-yl)acetyl]aniline, and the mixture was stirred at room temperature for 4 hours. After separating the solid by filtration and removing the solvent by distillation under reduced pressure, the obtained residue was applied to silica gel column chromatography to obtain 1.05 g of the title compound as yellowish white powder.